This data is from the Open Reaction Database (ORD), a public repository of structured organic reaction records. The task is: describe an organic reaction: reactants, conditions, products, and yield Starting materials: CC=1OCC(N1)(CCC1=CC=C(C=C1)OCCOC1=CC=CC=C1)COP(OC(C)(C)C)(OC(C)(C)C)=O (phosphoric acid di-tert-butyl ester 2-methyl-4-{2-[4-(2-phenoxy-ethoxy)-phenyl]-ethyl}-4,5-dihydro-oxazol-4-ylmethyl ester), Cl (HCl), C(C)O (ethanol). Conditions: temperature 50 celsius, time 2 hour. Product: P(=O)(O)(O)O.NC(C)(CCC1=CC=C(C=C1)OCCOC1=CC=CC=C1)OCC (mono-(2-amino-4-{4-[2-phenoxy-ethoxy]-phenyl}-2-ethoxy-butan) phosphate). RXN SMILES: CC1OC[C:5]([CH2:25][O:26][P:27](=[O:38])([O:33]C(C)(C)C)[O:28]C(C)(C)C)([CH2:7][CH2:8][C:9]2[CH:14]=[CH:13][C:12]([O:15][CH2:16][CH2:17][O:18][C:19]3[CH:24]=[CH:23][CH:22]=[CH:21][CH:20]=3)=[CH:11][CH:10]=2)[N:6]=1.Cl.[CH2:40]([OH:42])[CH3:41]>>[P:27]([OH:38])([OH:33])([OH:28])=[O:26].[NH2:6][C:5]([O:42][CH2:40][CH3:41])([CH2:7][CH2:8][C:9]1[CH:10]=[CH:11][C:12]([O:15][CH2:16][CH2:17][O:18][C:19]2[CH:20]=[CH:21][CH:22]=[CH:23][CH:24]=2)=[CH:13][CH:14]=1)[CH3:25] |f:3.4|. Procedure details: To a solution of (2-methyl-4-{2-[4-(2-phenoxy-ethoxy)-phenyl]-ethyl}-4,5-dihydro-oxazol-4-yl)-methanol (200 mg, 0.56 mmol) and tetrazole (197 mg, 2.81 mmol, 5 eq., recrystallized from toluene) in dry THF (5 ml) was added di-tert-butyl-N,N-diisopropylphosphoramide (561 mg, 2.25 mmol, 4 eq.). After stirring under argon at RT for 3 h, H2O2 (30%, 10 eq.) was slowly added at 0° C. with vigorous stirring. The reaction mixture was stirred for further 30 min, followed by addition of saturated sodium thi...